This data is from the Open Reaction Database (ORD), a public repository of structured organic reaction records. The task is: describe an organic reaction: reactants, conditions, products, and yield Starting materials: CC[N+](CC)(CC)Cc1ccccc1, CC(C)(C)C(=O)Nc1nc2[nH]ccc2c(=O)[nH]1, CN(C)c1ccccc1, CC#N, [Cl-], O=P(Cl)(Cl)Cl. Product: CC(C)(C)C(=O)Nc1nc(Cl)c2cc[nH]c2n1. Reaction SMILES: [CH2:33]([N+:34]([CH2:35][CH3:36])([CH2:37][CH3:38])[CH2:39][CH3:40])[c:41]1[cH:42][cH:43][cH:44][cH:45][cH:46]1.[CH3:1][C:2]([C:3](=[O:4])[NH:5][c:6]1[nH:7][c:8](=[O:15])[c:9]2[c:10]([n:11]1)[nH:12][cH:13][cH:14]2)([CH3:16])[CH3:17].[CH3:23][N:24]([c:25]1[cH:26][cH:27][cH:28][cH:29][cH:30]1)[CH3:31].[CH3:47][C:48]#[N:49].[Cl-:32].[P:18]([Cl:19])([Cl:20])([Cl:21])=[O:22]>>[CH3:1][C:2]([C:3](=[O:4])[NH:5][c:6]1[n:7][c:8]([Cl:20])[c:9]2[c:10]([n:11]1)[nH:12][cH:13][cH:14]2)([CH3:16])[CH3:17]. The reactants are C(C1=CC=CC=C1)OCCCS(=O)(=O)C1=CC=C(C=C1)[Sn](CCCC)(CCCC)CCCC ((4-Tributylstannylphenyl) (3-benzyloxypropyl) sulfone), BrC=1N=C(C2=CC=CC=C2C1)N1CCN(CC1)CC (3-bromo-1-(4-ethylpiperazin-1-yl)isoquinoline). Reagents/catalysts: C=1C=CC(=CC1)[P](C=2C=CC=CC2)(C=3C=CC=CC3)[Pd]([P](C=4C=CC=CC4)(C=5C=CC=CC5)C=6C=CC=CC6)([P](C=7C=CC=CC7)(C=8C=CC=CC8)C=9C=CC=CC9)[P](C=1C=CC=CC1)(C=1C=CC=CC1)C=1C=CC=CC1 (tetrakistriphenylphosphinepalladium(0)). Solvent: C=1(C(=CC=CC1)C)C (xylene), C(C)(=O)OCC (ethyl acetate). The product is C(C)N1CCN(CC1)C1=NC(=CC2=CC=CC=C12)C1=CC=C(C=C1)S(=O)(=O)CCCOCC1=CC=CC=C1 (1-(4-ethylpiperazin-1-yl)-3-[4-(3-benzyloxypropyl)sulfonylphenyl]isoquinoline). Yield: 72.7%. RXN SMILES: [CH2:1]([O:8][CH2:9][CH2:10][CH2:11][S:12]([C:15]1[CH:20]=[CH:19][C:18]([Sn](CCCC)(CCCC)CCCC)=[CH:17][CH:16]=1)(=[O:14])=[O:13])[C:2]1[CH:7]=[CH:6][CH:5]=[CH:4][CH:3]=1.Br[C:35]1[N:36]=[C:37]([N:45]2[CH2:50][CH2:49][N:48]([CH2:51][CH3:52])[CH2:47][CH2:46]2)[C:38]2[C:43]([CH:44]=1)=[CH:42][CH:41]=[CH:40][CH:39]=2>C1(C)C(C)=CC=CC=1.C(OCC)(=O)C.C1C=CC([P]([Pd]([P](C2C=CC=CC=2)(C2C=CC=CC=2)C2C=CC=CC=2)([P](C2C=CC=CC=2)(C2C=CC=CC=2)C2C=CC=CC=2)[P](C2C=CC=CC=2)(C2C=CC=CC=2)C2C=CC=CC=2)(C2C=CC=CC=2)C2C=CC=CC=2)=CC=1>[CH2:51]([N:48]1[CH2:47][CH2:46][N:45]([C:37]2[C:38]3[C:43](=[CH:42][CH:41]=[CH:40][CH:39]=3)[CH:44]=[C:35]([C:18]3[CH:17]=[CH:16][C:15]([S:12]([CH2:11][CH2:10][CH2:9][O:8][CH2:1][C:2]4[CH:3]=[CH:4][CH:5]=[CH:6][CH:7]=4)(=[O:13])=[O:14])=[CH:20][CH:19]=3)[N:36]=2)[CH2:50][CH2:49]1)[CH3:52] |^1:70,72,91,110|. Procedure details: (4-Tributylstannylphenyl) (3-benzyloxypropyl) sulfone (5.78 g) and 3-bromo-1-(4-ethylpiperazin-1-yl)isoquinoline (2.13 g) were heated under reflux in the presence of tetrakistriphenylphosphinepalladium(0) (0.58 g) in xylene in nitrogen atmosphere for 7 hr. After cooling, the reaction solution was diluted with ethyl acetate and filtered. The filtrate was extracted with 2N hydrochloric acid, and the resulting aqueous layer was washed with ethyl acetate and adjusted to pH 10 with a 8N aqueous solut...